This data is from the Open Reaction Database (ORD), a public repository of structured organic reaction records. The task is: describe an organic reaction: reactants, conditions, products, and yield The product is Nc1cccc(CN2CCN(Cc3ccc(C(O)(C(F)(F)F)C(F)(F)F)cc3)CC2)c1. As a reaction SMILES: [C:42](=[O:43])([O-:44])[O-:45].[CH3:35][CH:36]([OH:37])[CH3:38].[Cl:39][CH2:40][Cl:41].[ClH:34].[F:1][C:2]([C:3]([C:4]([F:5])([F:6])[F:7])([OH:8])[c:9]1[cH:10][cH:11][c:12]([CH2:15][N:16]2[CH2:17][CH2:18][N:19]([CH2:22][c:23]3[cH:24][c:25]([N+:29]([O-:30])=[O:31])[cH:26][cH:27][cH:28]3)[CH2:20][CH2:21]2)[cH:13][cH:14]1)([F:32])[F:33].[Fe:48].[K+:46].[K+:47]>>[F:1][C:2]([C:3]([C:4]([F:5])([F:6])[F:7])([OH:8])[c:9]1[cH:10][cH:11][c:12]([CH2:15][N:16]2[CH2:17][CH2:18][N:19]([CH2:22][c:23]3[cH:24][c:25]([NH2:29])[cH:26][cH:27][cH:28]3)[CH2:20][CH2:21]2)[cH:13][cH:14]1)([F:32])[F:33]. Reactants: O=C([O-])[O-], CC(C)O, ClCCl, Cl, O=[N+]([O-])c1cccc(CN2CCN(Cc3ccc(C(O)(C(F)(F)F)C(F)(F)F)cc3)CC2)c1, [Fe], [K+], [K+]. Reactants: COC(C1=CC(=NC(=C1)C)CO)=O (2-hydroxymethyl-6-methyl-isonicotinic acid methyl ester), N (NH3). Solvent: CO (methanol). Yields the product OCC=1C=C(C(=O)N)C=C(N1)C (2-hydroxymethyl-6-methyl-isonicotinamide). Reaction SMILES: C[O:2][C:3](=O)[C:4]1[CH:9]=[C:8]([CH3:10])[N:7]=[C:6]([CH2:11][OH:12])[CH:5]=1.[NH3:14]>CO>[OH:12][CH2:11][C:6]1[CH:5]=[C:4]([CH:9]=[C:8]([CH3:10])[N:7]=1)[C:3]([NH2:14])=[O:2]. Procedure details: A solution of 2-hydroxymethyl-6-methyl-isonicotinic acid methyl ester (400 mg, 2.21 mmol) in 7 N NH3 in methanol (25 mL) is stirred in a sealed vessel at 70° C. for 24 h. The mixture is cooled to rt, the solvent is removed in vacuo and the residue is dried under HV to give crude 2-hydroxymethyl-6-methyl-isonicotinamide (400 mg) as a pale yellow solid; LC-MS: tR=0.21 min, [M+1]+=167.01; 1H NMR (D6-DMSO): δ 2.50 (s, 3H), 4.56 (d, J=5.5 Hz, 2H), 5.44 (t, J=5.8 Hz, 1H), 7.49 (s, 1H), 7.58 (s br, 1H)... The reactants are FC=1C(=NC=C(C1)O)C1=CC=C(C=C1)OCCCCCCCC (3-fluoro-5-hydroxy-2-(4-octyloxyphenyl)pyridine), C1(CCCCC1)N=C=NC1CCCCC1 (dicyclohexylcarbodiimide), C(CCCC)[C@@H]1CC[C@H](CC1)C(=O)O (trans-4-pentylcyclohexanecarboxylic acid). The reagents and catalysts are CN(C)C1=CC=NC=C1 (4-(N,N-dimethylamino)pyridine). Run in ClCCl (dichloromethane). The product is C(CCCC)[C@@H]1CC[C@H](CC1)C(=O)OC=1C=C(C(=NC1)C1=CC=C(C=C1)OCCCCCCCC)F (3-fluoro-2-(4-octyloxyphenyl)pyridin-5-yl trans-4-pentylcyclohexanecarboxylate). Isolated yield 42.0%. As a reaction SMILES: [F:1][C:2]1[C:3]([C:9]2[CH:14]=[CH:13][C:12]([O:15][CH2:16][CH2:17][CH2:18][CH2:19][CH2:20][CH2:21][CH2:22][CH3:23])=[CH:11][CH:10]=2)=[N:4][CH:5]=[C:6]([OH:8])[CH:7]=1.C1(N=C=NC2CCCCC2)CCCCC1.[CH2:39]([C@H:44]1[CH2:49][CH2:48][C@H:47]([C:50](O)=[O:51])[CH2:46][CH2:45]1)[CH2:40][CH2:41][CH2:42][CH3:43]>CN(C1C=CN=CC=1)C.ClCCl>[CH2:39]([C@H:44]1[CH2:45][CH2:46][C@H:47]([C:50]([O:8][C:6]2[CH:7]=[C:2]([F:1])[C:3]([C:9]3[CH:10]=[CH:11][C:12]([O:15][CH2:16][CH2:17][CH2:18][CH2:19][CH2:20][CH2:21][CH2:22][CH3:23])=[CH:13][CH:14]=3)=[N:4][CH:5]=2)=[O:51])[CH2:48][CH2:49]1)[CH2:40][CH2:41][CH2:42][CH3:43]. Reported procedure: 0.29 g (0.91 mmol) of 3-fluoro-5-hydroxy-2-(4-octyloxyphenyl)pyridine, 0.19 g (0.91 mmol) of dicyclohexylcarbodiimide, 0.16 g (0.91 mmol) of trans-4-pentylcyclohexanecarboxylic acid and 0.01 g of 4-(N,N-dimethylamino)pyridine are stirred at room temperature for 18 hours in 10 ml of dichloromethane. Filtration, evaporation to dryness, chromatographic purification (silica gel/hexane: ethyl acetate 8:2) and recrystallization from acetonitrile give 0.19 g of 3-fluoro-2-(4-octyloxyphenyl)pyridin-5-yl... Reactants: BrCC(=O)C1=CC(=C(C=C1)Cl)S(N)(=O)=O (2-bromo-4'-chloro-3'-sulfamoylacetophenone), C(C)NC(=S)NCC (1,3-diethyl-thiourea). Run in CO (methanol). Run at temperature 40 celsius, time 3 hour. The product is Br.C(C)N1C(SCC1(O)C1=CC(=C(C=C1)Cl)S(N)(=O)=O)=NCC (3-Ethyl-2-ethylimino-4-(4-chloro-3-sulfamoylphenyl)-1,3-thiazolidine-4-ol-hydrobromide). RXN SMILES: [Br:1][CH2:2][C:3]([C:5]1[CH:10]=[CH:9][C:8]([Cl:11])=[C:7]([S:12](=[O:15])(=[O:14])[NH2:13])[CH:6]=1)=[O:4].[CH2:16]([NH:18][C:19]([NH:21][CH2:22][CH3:23])=[S:20])[CH3:17]>CO>[BrH:1].[CH2:22]([N:21]1[C:3]([C:5]2[CH:10]=[CH:9][C:8]([Cl:11])=[C:7]([S:12](=[O:15])(=[O:14])[NH2:13])[CH:6]=2)([OH:4])[CH2:2][S:20][C:19]1=[N:18][CH2:16][CH3:17])[CH3:23] |f:3.4|. Procedure details: To 6.2 g of 2-bromo-4'-chloro-3'-sulfamoylacetophenone 2.2 g of ground 1,3-diethyl-thiourea were added in 40 ml of methanol, the mixture was stirred for 10 minutes at 40° C and for 3 hours at room temperature and the salt was precipitated by adding diethyl ether. After decanting the solvent, the oily product was crystallized with diisopropyl ether heated to 30°-40° C. Colorless crystals melting at 203° C (decomposition). The reactants are N[C@@H]1CC[C@H](CC1)CNC1=NC(=NC=C1[N+](=O)[O-])NCC1=C(C=CC=C1)OC(F)(F)F (N4-[(trans-4-aminocyclohexyl)methyl]-5-nitro-N2-[2-(trifluoromethoxy)benzyl]-pyrimidine-2,4-diamine), C(C1=CC=CC=C1)Br (benzyl bromide), CCN(C(C)C)C(C)C (DIPEA). Run in CCOC(=O)C (EtOAc), CN(C)C=O (DMF). Conditions: time 20 hour. Product: C(C1=CC=CC=C1)N[C@@H]1CC[C@H](CC1)CNC1=NC(=NC=C1[N+](=O)[O-])NCC1=C(C=CC=C1)OC(F)(F)F (N4-{[trans-4-(benzylamino)cyclohexyl]methyl}-5-nitro-N2-[2-(trifluoromethoxy)benzyl]pyrimidine-2,4-diamine). Isolated yield 6.6%. RXN SMILES: [NH2:1][C@H:2]1[CH2:7][CH2:6][C@H:5]([CH2:8][NH:9][C:10]2[C:15]([N+:16]([O-:18])=[O:17])=[CH:14][N:13]=[C:12]([NH:19][CH2:20][C:21]3[CH:26]=[CH:25][CH:24]=[CH:23][C:22]=3[O:27][C:28]([F:31])([F:30])[F:29])[N:11]=2)[CH2:4][CH2:3]1.[CH2:32](Br)[C:33]1[CH:38]=[CH:37][CH:36]=[CH:35][CH:34]=1.CCN(C(C)C)C(C)C>CN(C=O)C.CCOC(C)=O>[CH2:32]([NH:1][C@H:2]1[CH2:3][CH2:4][C@H:5]([CH2:8][NH:9][C:10]2[C:15]([N+:16]([O-:18])=[O:17])=[CH:14][N:13]=[C:12]([NH:19][CH2:20][C:21]3[CH:26]=[CH:25][CH:24]=[CH:23][C:22]=3[O:27][C:28]([F:30])([F:31])[F:29])[N:11]=2)[CH2:6][CH2:7]1)[C:33]1[CH:38]=[CH:37][CH:36]=[CH:35][CH:34]=1. Procedure details: To a solution of N4-[(trans-4-aminocyclohexyl)methyl]-5-nitro-N2-[2-(trifluoromethoxy)benzyl]-pyrimidine-2,4-diamine (100 mg, 0.23 mmol) in DMF (3 mL) were added benzyl bromide (39 mg, 0.23 mmol) followed by DIPEA (40 μL, 0.23 mmol). The reaction mixture was stirred at room temperature for 20 h. The reaction mixture was diluted with EtOAc and washed with water (×4). The organic phase was dried over anhydrous Na2SO4 and concentrated in vacuo. The resulting residue was purified by silica gel prep ... Reactants: CC1CO1, C1CCOC1, [Li]CCCC, CCCCCC, FC(F)(F)c1ccccc1I. Yields the product CC(O)Cc1ccccc1C(F)(F)F. RXN SMILES: [CH2:17]1[CH:18]([CH3:19])[O:20]1.[CH2:21]1[O:22][CH2:23][CH2:24][CH2:25]1.[CH3:12][CH2:13][CH2:14][CH2:15][Li:16].[CH3:26][CH2:27][CH2:28][CH2:29][CH2:30][CH3:31].[I:1][c:2]1[c:3]([C:8]([F:9])([F:10])[F:11])[cH:4][cH:5][cH:6][cH:7]1>>[c:2]1([CH2:17][CH:18]([CH3:19])[OH:20])[c:3]([C:8]([F:9])([F:10])[F:11])[cH:4][cH:5][cH:6][cH:7]1. The reactants are C1(CCC1)N (cyclobutylamine), ClC1=CC=C2C(=CC=NC2=C1)N1CCNCC1 (7-chloro-4-(piperazin-1-yl)quinoline), ClC(=O)OC1=CC=C(C=C1)[N+](=O)[O-] (4-nitrophenyl chloroformate), C(C)(C)N(CC)C(C)C (diisopropyl(ethyl)amine). Run in C(Cl)Cl.CO (CH2Cl2 MeOH). Yields the product ClC1=CC=C2C(=CC=NC2=C1)N1CCN(CC1)C(=O)NC1CCC1 (7-Chloro-4-[4-(cyclobutylaminocarbonyl)piperazin-1-yl]quinoline). RXN SMILES: [CH:1]1([NH2:5])[CH2:4][CH2:3][CH2:2]1.Cl[C:7](OC1C=CC([N+]([O-])=O)=CC=1)=[O:8].C(N(C(C)C)CC)(C)C.[Cl:28][C:29]1[CH:38]=[C:37]2[C:32]([C:33]([N:39]3[CH2:44][CH2:43][NH:42][CH2:41][CH2:40]3)=[CH:34][CH:35]=[N:36]2)=[CH:31][CH:30]=1>C(Cl)Cl.CO>[Cl:28][C:29]1[CH:38]=[C:37]2[C:32]([C:33]([N:39]3[CH2:44][CH2:43][N:42]([C:7]([NH:5][CH:1]4[CH2:4][CH2:3][CH2:2]4)=[O:8])[CH2:41][CH2:40]3)=[CH:34][CH:35]=[N:36]2)=[CH:31][CH:30]=1 |f:4.5|. Reported procedure: As described for example 78, cyclobutylamine (87 mg, 1.21 mmol), 4-nitrophenyl chloroformate (244 mg, 1.21 mmol), diisopropyl(ethyl)amine (2×261 mg, 2×2.02 mmol), and 7-chloro-4-(piperazin-1-yl)quinoline (250 mg, 1.01 mmol) are reacted affording the title product after flash chromatography with CH2Cl2-MeOH. Reactants: O (water), FC1=CC=C(C=C1)C1=CC=NC(=C1C(=O)O)SC1=NC(=CC(=N1)OC)OC (4-(4-fluorophenyl)-2-(4,6-dimethoxypyrimidin-2-ylthio)nicotinic acid), C([O-])([O-])=O.[K+].[K+] (potassium carbonate), C(C(C)(C)C)(=O)OCCl (chloromethyl pivalate), resultant mixture. Solvent: CN(C=O)C (N,N-dimethylformamide). Reaction conditions: time 1 hour. The product is FC1=CC=C(C=C1)C1=CC=NC(=C1C(=O)OCOC(C(C)(C)C)=O)SC1=NC(=CC(=N1)OC)OC (pivaloyloxymethyl 4-(4-fluorophenyl)-2-(4,6-dimethoxypyrimidin-2-ylthio)nicotinate). The yield is 85.0%. Reaction SMILES: [F:1][C:2]1[CH:7]=[CH:6][C:5]([C:8]2[C:13]([C:14]([OH:16])=[O:15])=[C:12]([S:17][C:18]3[N:23]=[C:22]([O:24][CH3:25])[CH:21]=[C:20]([O:26][CH3:27])[N:19]=3)[N:11]=[CH:10][CH:9]=2)=[CH:4][CH:3]=1.C(=O)([O-])[O-].[K+].[K+].[C:34]([O:40][CH2:41]Cl)(=[O:39])[C:35]([CH3:38])([CH3:37])[CH3:36].O>CN(C)C=O>[F:1][C:2]1[CH:7]=[CH:6][C:5]([C:8]2[C:13]([C:14]([O:16][CH2:41][O:40][C:34](=[O:39])[C:35]([CH3:38])([CH3:37])[CH3:36])=[O:15])=[C:12]([S:17][C:18]3[N:19]=[C:20]([O:26][CH3:27])[CH:21]=[C:22]([O:24][CH3:25])[N:23]=3)[N:11]=[CH:10][CH:9]=2)=[CH:4][CH:3]=1 |f:1.2.3|. Procedure: A mixture of 0.70 g (0.0019 mol) of 4-(4-fluorophenyl)-2-(4,6-dimethoxypyrimidin-2-ylthio)nicotinic acid and 0.50 g (0.0036 mol) of potassium carbonate in 10 ml of N,N-dimethylformamide was stirred at room temperature for 1 hour. Thereafter, 0.34 g (0.0022 mol) of chloromethyl pivalate was further added to the resultant mixture, and the mixture was stirred at room temperature for 2 hours. The mixture was then poured into water, and extracted with 50 ml of ethyl acetate. The extract was washed wi... Yield: 15.0%. Yields the product NC1=NC=NN2C1=C(C(=C2CN2CCOCCC2)C)C2=CC=C(C=C2)NC(=O)NC2=C(C=CC(=C2)C(F)(F)F)F (N-{4-[4-amino-6-methyl-7-(1,4-oxazepan-4-ylmethyl)pyrrolo[2,1-f][1,2,4]triazin-5-yl]phenyl}-N′-[2-fluoro-5-(trifluoromethyl)phenyl]urea). Starting materials: BrC=1C(=C(N2N=CN=C(C21)N)CN2CCOCCC2)C (5-bromo-6-methyl-7-(1,4-oxazepan-4-ylmethyl)pyrrolo[2,1-f][1,2,4]triazin-4-amine), FC1=C(C=C(C=C1)C(F)(F)F)NC(=O)NC1=CC=C(C=C1)B1OC(C(O1)(C)C)(C)C (1-[2-fluoro-5-(trifluoromethyl)phenyl]-3-[4-(4,4,5,5-tetramethyl-1,3,2-dioxaborolan-2-yl)phenyl]urea), C(=O)([O-])[O-].[K+].[K+] (K2CO3), O (H2O). Run in O1CCOCC1 (1,4 dioxane). As a reaction SMILES: Br[C:2]1[C:3]([CH3:20])=[C:4]([CH2:12][N:13]2[CH2:19][CH2:18][CH2:17][O:16][CH2:15][CH2:14]2)[N:5]2[C:10]=1[C:9]([NH2:11])=[N:8][CH:7]=[N:6]2.[F:21][C:22]1[CH:27]=[CH:26][C:25]([C:28]([F:31])([F:30])[F:29])=[CH:24][C:23]=1[NH:32][C:33]([NH:35][C:36]1[CH:41]=[CH:40][C:39](B2OC(C)(C)C(C)(C)O2)=[CH:38][CH:37]=1)=[O:34].C([O-])([O-])=O.[K+].[K+].O>O1CCOCC1.[Pd].C1(P(C2C=CC=CC=2)C2C=CC=CC=2)C=CC=CC=1.C1(P(C2C=CC=CC=2)C2C=CC=CC=2)C=CC=CC=1.C1(P(C2C=CC=CC=2)C2C=CC=CC=2)C=CC=CC=1.C1(P(C2C=CC=CC=2)C2C=CC=CC=2)C=CC=CC=1>[NH2:11][C:9]1[C:10]2=[C:2]([C:39]3[CH:38]=[CH:37][C:36]([NH:35][C:33]([NH:32][C:23]4[CH:24]=[C:25]([C:28]([F:29])([F:31])[F:30])[CH:26]=[CH:27][C:22]=4[F:21])=[O:34])=[CH:41][CH:40]=3)[C:3]([CH3:20])=[C:4]([CH2:12][N:13]3[CH2:19][CH2:18][CH2:17][O:16][CH2:15][CH2:14]3)[N:5]2[N:6]=[CH:7][N:8]=1 |f:2.3.4,7.8.9.10.11|. Reaction conditions: temperature 90 celsius. Reagents/catalysts: [Pd].C1(=CC=CC=C1)P(C1=CC=CC=C1)C1=CC=CC=C1.C1(=CC=CC=C1)P(C1=CC=CC=C1)C1=CC=CC=C1.C1(=CC=CC=C1)P(C1=CC=CC=C1)C1=CC=CC=C1.C1(=CC=CC=C1)P(C1=CC=CC=C1)C1=CC=CC=C1 (tetrakis(triphenylphosphine)-palladium(0)). Reported procedure: To a stirred solution of 5-bromo-6-methyl-7-(1,4-oxazepan-4-ylmethyl)pyrrolo[2,1-f][1,2,4]triazin-4-amine (100 mg, 0.29 mmol) and tetrakis(triphenylphosphine)-palladium(0) (101 mg, 0.088 mmol), in degassed 1,4 dioxane (4.0 mL), was added Intermediate AAN (1-[2-fluoro-5-(trifluoromethyl)phenyl]-3-[4-(4,4,5,5-tetramethyl-1,3,2-dioxaborolan-2-yl)phenyl]urea) (248 mg, 0.59 mmol), K2CO3 (162 mg, 1.18 mmol), and H2O (0.4 mL). The mixture was degassed and heated (90° C.) for 17 h and then cooled to rt....